From a dataset of the Open Reaction Database (ORD), a public repository of structured organic reaction records. describe an organic reaction: reactants, conditions, products, and yield The reactants are COCCCCC(=O)C1=CC=CC=C1 (5-methoxy-1-phenyl-1-pentanone), [Cl-].O[NH3+] (hydroxylammonium chloride). Run in N1=CC=CC=C1 (pyridine). Yields the product COCCCC/C(=N/O)/C1=CC=CC=C1 (Z-5-methoxy-1-phenyl-1-pentanone oxime). Yield: 76.0%. Reaction SMILES: [CH3:1][O:2][CH2:3][CH2:4][CH2:5][CH2:6][C:7]([C:9]1[CH:14]=[CH:13][CH:12]=[CH:11][CH:10]=1)=O.[Cl-].[OH:16][NH3+:17]>N1C=CC=CC=1>[CH3:1][O:2][CH2:3][CH2:4][CH2:5][CH2:6]/[C:7](/[C:9]1[CH:14]=[CH:13][CH:12]=[CH:11][CH:10]=1)=[N:17]/[OH:16] |f:1.2|. Procedure: A mixture of the above ketone (8.8 g, 46 mmol), hydroxylammonium chloride (5.5 g, 78 mmol) and anhydrous pyridine (50 ml) was heated at reflux for 16 h. The reaction mixture was allowed to cool to room temperature and the solvent then evaporated in vacuo. To the residue was added 10% aqueous citric acid (100 ml) and the mixture was extracted with ethyl acetate (100 ml+50 ml). The combined organic phases were washed with 10% aqueous citric acid (25 ml), brine (25 ml) and dried (Na2SO4). The solve... Starting materials: C(C1=CC=CC=C1)C=1C=NC2=C(C=CC=C2C1C=1C=C(C=CC1)O)C(F)(F)F (3-[3-benzyl-8-(trifluoromethyl)quinolin-4-yl]phenol), ClC=1C=CC(=C(CBr)C1)C(F)(F)F (5-chloro-2-trifluoromethylbenzyl bromide). The product is C(C1=CC=CC=C1)C=1C=NC2=C(C=CC=C2C1C1=CC(=CC=C1)OCC1=C(C=CC(=C1)Cl)C(F)(F)F)C(F)(F)F (3-BENZYL-4-(3-{[5-CHLORO-2-(TRIFLUOROMETHYL)BENZYL]OXY}PHENYL)-8-(TRIFLUOROMETHYL)QUINOLINE). Reaction SMILES: [CH2:1]([C:8]1[CH:9]=[N:10][C:11]2[C:16]([C:17]=1[C:18]1[CH:19]=[C:20]([OH:24])[CH:21]=[CH:22][CH:23]=1)=[CH:15][CH:14]=[CH:13][C:12]=2[C:25]([F:28])([F:27])[F:26])[C:2]1[CH:7]=[CH:6][CH:5]=[CH:4][CH:3]=1.[Cl:29][C:30]1[CH:31]=[CH:32][C:33]([C:38]([F:41])([F:40])[F:39])=[C:34]([CH:37]=1)[CH2:35]Br>>[CH2:1]([C:8]1[CH:9]=[N:10][C:11]2[C:16]([C:17]=1[C:18]1[CH:23]=[CH:22][CH:21]=[C:20]([O:24][CH2:35][C:34]3[CH:37]=[C:30]([Cl:29])[CH:31]=[CH:32][C:33]=3[C:38]([F:40])([F:39])[F:41])[CH:19]=1)=[CH:15][CH:14]=[CH:13][C:12]=2[C:25]([F:28])([F:26])[F:27])[C:2]1[CH:3]=[CH:4][CH:5]=[CH:6][CH:7]=1. Procedure details: The title compound was prepared from 3-[3-benzyl-8-(trifluoromethyl)quinolin-4-yl]phenol and 5-chloro-2-trifluoromethylbenzyl bromide as in the procedure of Example 43. MS (ESI) m/z 572. RXN SMILES: [Cl:1][C:2]1[CH:7]=[C:6]2[NH:8][CH2:9][C:10]3([CH2:15][CH2:14][N:13]([CH3:16])[CH2:12][CH2:11]3)[C:5]2=[CH:4][CH:3]=1.[H-].[Na+].F[C:20]1[CH:25]=[CH:24][CH:23]=[CH:22][C:21]=1[C:26]([F:29])([F:28])[F:27].[C:30]([OH:37])(=[O:36])/[CH:31]=[CH:32]\[C:33]([OH:35])=[O:34]>CS(C)=O.O.CCOCC>[C:30]([OH:37])(=[O:36])/[CH:31]=[CH:32]\[C:33]([OH:35])=[O:34].[Cl:1][C:2]1[CH:7]=[C:6]2[N:8]([C:20]3[CH:25]=[CH:24][CH:23]=[CH:22][C:21]=3[C:26]([F:29])([F:28])[F:27])[CH2:9][C:10]3([CH2:15][CH2:14][N:13]([CH3:16])[CH2:12][CH2:11]3)[C:5]2=[CH:4][CH:3]=1 |f:1.2,8.9|. Product: C(\C=C/C(=O)O)(=O)O.ClC1=CC=C2C(=C1)N(CC21CCN(CC1)C)C1=C(C=CC=C1)C(F)(F)F (6-chloro-1-(2-trifluoromethylphenyl)-1'-methylspiro[indoline-3,4'-piperidine] maleate). Reported procedure: A mixture of 2.4 g of 6-chloro-1'-methylspiro[indoline-3,4'-piperidine], 0.5 g of sodium hydride and 6 g of 2-fluorobenzotrifluoride in 30 ml of dimethylsulfoxide is stirred under nitrogen for 30 minutes. An exothermic reaction occurs during this time. Thereafter, the mixture is diluted with water, and the diluted mixture thrice with ether. The combined ether extracts are extracted with 2N hydrochloric acid. The acidic extracts are basified providing a colorless oil. The oil is dissolved in ethe... Reactants: C(\C=C/C(=O)O)(=O)O (maleic acid), ClC1=CC=C2C(=C1)NCC21CCN(CC1)C (6-chloro-1'-methylspiro[indoline-3,4'-piperidine]), [H-].[Na+] (sodium hydride), FC1=C(C=CC=C1)C(F)(F)F (2-fluorobenzotrifluoride). Conditions: time 30 minute. Run in CCOCC (ether), CS(=O)C (dimethylsulfoxide), CCOCC (ether), CCOCC (ether), O (water). Starting materials: C(C)(C)N1CCC(CC1)N(S(=O)(=O)CCNC(=O)C=1SC(=CC1)Cl)CCCOC1OCCCC1 (5-Chloro-thiophene-2-carboxylic acid (2-{(1-isopropyl-piperidin-4-yl)-[3-(tetrahydro-pyran-2-yloxy)-propyl]-sulfamoyl}-ethyl)-amide), C(C)(=O)O (acetic acid). Solvent: C(\C=C\C(=O)O)(=O)O (fumaric acid), O (water), C1CCOC1 (THF), O (water). Run at temperature 60 celsius, time 8 hour. The product is OCCCN(S(=O)(=O)CCNC(=O)C=1SC(=CC1)Cl)C1CCN(CC1)C(C)C (5-Chloro-thiophene-2-carboxylic acid {2-[(3-hydroxy-propyl)-(1-isopropyl-piperidin-4-yl)-sulfamoyl]-ethyl}-amide), C(\C=C\C(=O)[O-])(=O)[O-] (fumarate). RXN SMILES: [CH:1]([N:4]1[CH2:9][CH2:8][CH:7]([N:10]([CH2:25][CH2:26][CH2:27][O:28][CH:29]2[CH2:34]CCC[O:30]2)[S:11]([CH2:14][CH2:15][NH:16][C:17]([C:19]2[S:20][C:21]([Cl:24])=[CH:22][CH:23]=2)=[O:18])(=[O:13])=[O:12])[CH2:6][CH2:5]1)([CH3:3])[CH3:2].[C:35]([OH:38])(=[O:37])[CH3:36]>C1COCC1.O.C(O)(=O)/C=C/C(O)=O>[OH:28][CH2:27][CH2:26][CH2:25][N:10]([CH:7]1[CH2:6][CH2:5][N:4]([CH:1]([CH3:3])[CH3:2])[CH2:9][CH2:8]1)[S:11]([CH2:14][CH2:15][NH:16][C:17]([C:19]1[S:20][C:21]([Cl:24])=[CH:22][CH:23]=1)=[O:18])(=[O:12])=[O:13].[C:29]([O-:30])(=[O:28])/[CH:34]=[CH:36]/[C:35]([O-:38])=[O:37]. Reported procedure: 220 mg (0.38 mmol) 5-Chloro-thiophene-2-carboxylic acid (2-{(1-isopropyl-piperidin-4-yl)-[3-(tetrahydro-pyran-2-yloxy)-propyl]-sulfamoyl}-ethyl)-amide were dissolved in a mixture of 4 ml THF, 8 ml conc. acetic acid and 2 ml water. The resulting mixture was stirred for 8 h at 60° C., concentrated under reduced pressure and purified by preparative RP-HPLC (CH3CN/H2O gradient+0.1% TFA). The product was taken up in dichloromethane and treated with a saturated NaHCO3-solution. After phase separation ... Reagents/catalysts: [Pd] (Pd/C). Reaction conditions: time 1.25 hour. Solvent: CCO (EtOH). Reactants: C(C)(=O)C=1C=CC(=C(OCC(=O)OC(C)(C)C)C1)OCC1=CC=CC=C1 (t-butyl (5-acetyl-2-benzyloxyphenoxy)-acetate). Product: C(C)(=O)C=1C=CC(=C(OCC(=O)OC(C)(C)C)C1)O (t-butyl (5-acetyl-2-hydroxyphenoxy)-acetate). As a reaction SMILES: [C:1]([C:4]1[CH:5]=[CH:6][C:7]([O:19]CC2C=CC=CC=2)=[C:8]([CH:18]=1)[O:9][CH2:10][C:11]([O:13][C:14]([CH3:17])([CH3:16])[CH3:15])=[O:12])(=[O:3])[CH3:2]>CCO.[Pd]>[C:1]([C:4]1[CH:5]=[CH:6][C:7]([OH:19])=[C:8]([CH:18]=1)[O:9][CH2:10][C:11]([O:13][C:14]([CH3:16])([CH3:15])[CH3:17])=[O:12])(=[O:3])[CH3:2]. Procedure: To a solution of t-butyl (5-acetyl-2-benzyloxyphenoxy)-acetate (2.0 g, 5.6 mmol) in EtOH (25 mL) is added 10% Pd/C (0.10 g), and the mixture is hydrogenated at 1 atm for 1.25 hours. Filtration through celite, followed by solvent removal in vacuo yields t-butyl (5-acetyl-2-hydroxyphenoxy)-acetate. Reactants: Cn1ncnc1-c1csc(C(=O)NC(Cc2ccccc2)CN(C(=O)[O-])C(C)(C)C)c1, ClCCl, O=C(O)C(F)(F)F. The product is Cn1ncnc1-c1csc(C(=O)NC(CN)Cc2ccccc2)c1. As a reaction SMILES: [CH3:8][C:9]([N:12]([C:10](=[O:11])[O-:13])[CH2:16][CH:17]([CH2:18][c:19]1[cH:20][cH:21][cH:22][cH:23][cH:24]1)[NH:25][C:26](=[O:27])[c:28]1[s:29][cH:30][c:31](-[c:33]2[n:34][cH:35][n:36][n:37]2[CH3:38])[cH:32]1)([CH3:14])[CH3:15].[Cl:39][CH2:40][Cl:41].[F:1][C:2]([F:3])([F:4])[C:5]([OH:6])=[O:7]>>[NH2:12][CH2:16][CH:17]([CH2:18][c:19]1[cH:20][cH:21][cH:22][cH:23][cH:24]1)[NH:25][C:26](=[O:27])[c:28]1[s:29][cH:30][c:31](-[c:33]2[n:34][cH:35][n:36][n:37]2[CH3:38])[cH:32]1. Reactants: O1C(COC2=C3C=CNC3=CC(=C2)CO)C1 (4-(2,3-epoxypropoxy)-6-hydroxymethyl-indole), C(C(C)(C)C)(=O)Cl (pivalic acid chloride), ice water. Run in N1=CC=CC=C1 (pyridine). Product: O1C(COC2=C3C=CNC3=CC(=C2)COC(C(C)(C)C)=O)C1 (4-(2,3-epoxypropoxy)-6-pivaloyloxymethyl-indole). Reaction SMILES: [O:1]1[CH2:16][CH:2]1[CH2:3][O:4][C:5]1[CH:13]=[C:12]([CH2:14][OH:15])[CH:11]=[C:10]2[C:6]=1[CH:7]=[CH:8][NH:9]2.[C:17](Cl)(=[O:22])[C:18]([CH3:21])([CH3:20])[CH3:19]>N1C=CC=CC=1>[O:1]1[CH2:16][CH:2]1[CH2:3][O:4][C:5]1[CH:13]=[C:12]([CH2:14][O:15][C:17](=[O:22])[C:18]([CH3:21])([CH3:20])[CH3:19])[CH:11]=[C:10]2[C:6]=1[CH:7]=[CH:8][NH:9]2. Procedure: 8.7 g. 4-(2,3-epoxypropoxy)-6-hydroxymethyl-indole (cf. the preparation of the starting material in Example 15) were dissolved in 50 ml. anhydrous pyridine. To this solution were added dropwise, while stirring and cooling to 5°-10° C., 5 ml. pivalic acid chloride, 1.5-2 hours after the ending of the addition, the reaction mixture was poured into ice water. The aqueous phase was extracted 3 or 4 times with diethyl ether. The ethereal extract was successively washed with 1 N sulfuric acid, a satur... Reactants: BrCC#N (Bromoacetonitrile), CN1C(CN2C=3C(=CC=CC13)NC2=O)=O (6-methyl-4H-imidazo[1,5,4-de]quinoxaline-2,5(1H,6H)-dione), CN1C(CN2C=3C(=CC=CC13)NC2=O)=O (6-methyl-4H-imidazo[1,5,4-de]quinoxaline-2,5(1H,6H)-dione), [H-].[Na+] (sodium hydride). Run in CN(C)C=O (DMF). Run at time 3 hour. The product is CN1C(CN2C=3C(=CC=CC13)N(C2=O)CC#N)=O ((6-Methyl-2,5-dioxo-5,6-dihydro-4H-imidazo[1,5,4-de]quinoxalin-1(2H)-yl)acetonitrile). As a reaction SMILES: [CH3:1][N:2]1[C:11]2[CH:10]=[CH:9][CH:8]=[C:7]3[NH:12][C:13](=[O:14])[N:5]([C:6]=23)[CH2:4][C:3]1=[O:15].[H-].[Na+].Br[CH2:19][C:20]#[N:21]>CN(C=O)C>[CH3:1][N:2]1[C:11]2[CH:10]=[CH:9][CH:8]=[C:7]3[N:12]([CH2:19][C:20]#[N:21])[C:13](=[O:14])[N:5]([C:6]=23)[CH2:4][C:3]1=[O:15] |f:1.2|. Procedure: To a stirred solution of 6-methyl-4H-imidazo[1,5,4-de]quinoxaline-2,5(1H,6H)-dione (296 mg, 1.46 mmol, described in Intermediate 23) in DMF (5 mL) at 0° C. was added sodium hydride (60% dispersion in mineral oil; 78 mg, 1.96 mmol) and the resulting mixture was stirred for 5 min Bromoacetonitrile (0.122 mL, 1.75 mmol) in was added dropwise and the reaction mixture was allowed to warm to ambient temperature and was stirred for 3 h, then quenched with H2O (20 mL). The mixture was extracted with EtO...